From a dataset of the Open Reaction Database (ORD), a public repository of structured organic reaction records. describe an organic reaction: reactants, conditions, products, and yield Reactants: CCc1nn(CC)c2cc(C(C)=O)ccc12, COC(OC)N(C)C, CN(C)C=O. Yields the product CCc1nn(CC)c2cc(C(=O)C=CN(C)C)ccc12. Reaction SMILES: [CH2:9]([CH3:10])[n:11]1[n:12][c:13]([CH2:23][CH3:24])[c:14]2[cH:15][cH:16][c:17]([C:20]([CH3:21])=[O:22])[cH:18][c:19]12.[CH3:1][O:2][CH:3]([N:4]([CH3:5])[CH3:6])[O:7][CH3:8].[CH3:25][N:26]([CH3:27])[CH:28]=[O:29]>>[CH:3]([N:4]([CH3:5])[CH3:6])=[CH:21][C:20]([c:17]1[cH:16][cH:15][c:14]2[c:13]([CH2:23][CH3:24])[n:12][n:11]([CH2:9][CH3:10])[c:19]2[cH:18]1)=[O:22]. Starting materials: CCOC(=O)N1c2ccccc2C=C(Br)c2ccccc21, [Na+], C1CCOC1, [OH-], O, O=S(=O)(O)O. Product: CN1c2ccccc2C=C(Br)c2ccccc21. Reaction SMILES: [Br:6][C:7]1=[CH:8][c:9]2[c:10]([cH:23][cH:24][cH:25][cH:26]2)[N:11]([C:18]([O:19][CH2:20][CH3:21])=[O:22])[c:12]2[c:13]1[cH:14][cH:15][cH:16][cH:17]2.[Na+:29].[O:30]1[CH2:31][CH2:32][CH2:33][CH2:34]1.[OH-:28].[OH2:27].[S:1](=[O:2])(=[O:3])([OH:4])[OH:5]>>[Br:6][C:7]1=[CH:8][c:9]2[c:10]([cH:23][cH:24][cH:25][cH:26]2)[N:11]([CH3:18])[c:12]2[c:13]1[cH:14][cH:15][cH:16][cH:17]2. The reactants are COC=1C=C2C(=C(N(C2=CC1)CC1=NC=CC=C1)C)CC(=O)NN (5-methoxy-2-methyl-1-[(2-pyridyl)methyl]-1H-indole-3-acetic acid hydrazide), CCOC(=O)C (EtOAc), CO.CCOC(=O)C (MeOH EtOAc). The reagents and catalysts are [Ni] (Raney nickel). Run in CCO (EtOH). Product: COC=1C=C2C(=C(N(C2=CC1)CC1=NC=CC=C1)C)CC(=O)N (5-methoxy-2-methyl-1-[(2-pyridyl)methyl]-1H-indole-3-acetamide). The yield is 28.2%. As a reaction SMILES: [CH3:1][O:2][C:3]1[CH:4]=[C:5]2[C:9](=[CH:10][CH:11]=1)[N:8]([CH2:12][C:13]1[CH:18]=[CH:17][CH:16]=[CH:15][N:14]=1)[C:7]([CH3:19])=[C:6]2[CH2:20][C:21]([NH:23]N)=[O:22].CCOC(C)=O.CO.CCOC(C)=O>[Ni].CCO>[CH3:1][O:2][C:3]1[CH:4]=[C:5]2[C:9](=[CH:10][CH:11]=1)[N:8]([CH2:12][C:13]1[CH:18]=[CH:17][CH:16]=[CH:15][N:14]=1)[C:7]([CH3:19])=[C:6]2[CH2:20][C:21]([NH2:23])=[O:22] |f:2.3|. Procedure: Using the procedure in Example 6, Part C, 200 mg (0.62 mmol) of 5-methoxy-2-methyl-1-[(2-pyridyl)methyl]-1H-indole-3-acetic acid hydrazide and approximately 1 gram of Raney nickel in 10 mL of EtOH were reacted to give after chromatographing twice on silica eluting with EtOAc followed by 5% MeOH/EtOAc, 54 mg (28% yield) of 5-methoxy-2-methyl-1-[(2-pyridyl)methyl]-1H-indole-3-acetamide, as a semi-solid material. Starting materials: ClC=1C=C(C(=O)O)C=C(N1)N1CCC(CC1)NC(=O)C=1NC(=CC1)C (2-chloro-6-(4-{[(5-methyl-1H-pyrrol-2-yl)carbonyl]amino}piperidin-1-yl)isonicotinic acid), Cl.O(C)N (methoxylamine hydrochloride). The product is ClC=1C=C(C(=O)NOC)C=C(N1)N1CCC(CC1)NC(=O)C=1NC(=CC1)C (2-Chloro-N-methoxy-6-(4-{[(5-methyl-1H-pyrrol-2-yl)carbonyl]amino}-1-piperidinyl)isonicotinamide). Reaction SMILES: [Cl:1][C:2]1[CH:3]=[C:4]([CH:8]=[C:9]([N:11]2[CH2:16][CH2:15][CH:14]([NH:17][C:18]([C:20]3[NH:21][C:22]([CH3:25])=[CH:23][CH:24]=3)=[O:19])[CH2:13][CH2:12]2)[N:10]=1)[C:5](O)=[O:6].Cl.[O:27]([NH2:29])[CH3:28]>>[Cl:1][C:2]1[CH:3]=[C:4]([CH:8]=[C:9]([N:11]2[CH2:16][CH2:15][CH:14]([NH:17][C:18]([C:20]3[NH:21][C:22]([CH3:25])=[CH:23][CH:24]=3)=[O:19])[CH2:13][CH2:12]2)[N:10]=1)[C:5]([NH:29][O:27][CH3:28])=[O:6] |f:1.2|. Procedure: The title compound was synthesised by an analogous method to Example 45 starting from 2-chloro-6-(4-{[(5-methyl-1H-pyrrol-2-yl)carbonyl]amino}piperidin-1-yl)isonicotinic acid (Example 332) and methoxylamine hydrochloride. Starting materials: C1(=CC=CC=C1)N1C(C=CC1=O)=O (N-phenylmaleimide), CN (methylamine). Yields the product CNC1C(N(C(C1)=O)C1=CC=CC=C1)=O (3-methylamino-1-phenylpyrrolidine-2,5-dione). RXN SMILES: [C:1]1([N:7]2[C:11](=[O:12])[CH:10]=[CH:9][C:8]2=[O:13])[CH:6]=[CH:5][CH:4]=[CH:3][CH:2]=1.[CH3:14][NH2:15]>>[CH3:14][NH:15][CH:9]1[CH2:10][C:11](=[O:12])[N:7]([C:1]2[CH:2]=[CH:3][CH:4]=[CH:5][CH:6]=2)[C:8]1=[O:13]. Reported procedure: Furthermore, it is known that N-phenylmaleimide can be reacted with methylamine to give 3-methylamino-1-phenylpyrrolidine-2,5-dione which can be reduced with lithium aluminum hydride to give 3-methylamino-1-phenylpyrrolidine (J. Med. Chem. 10, 1015 (1967)). Reactants: O=C([O-])[O-], Cc1ccccc1, COc1ccc(C)cc1-c1cc([N+](=O)[O-])cc(Cl)n1, [Cs+], [Cs+], CC(C)(C)OC(=O)NNC(=O)OC(C)(C)C. Product: COc1ccc(C)cc1-c1cc([N+](=O)[O-])cc(N(NC(=O)OC(C)(C)C)C(=O)OC(C)(C)C)n1. Reaction SMILES: [C:36](=[O:37])([O-:38])[O-:39].[CH3:42][c:43]1[cH:44][cH:45][cH:46][cH:47][cH:48]1.[Cl:1][c:2]1[n:3][c:4](-[c:11]2[c:12]([O:18][CH3:19])[cH:13][cH:14][c:15]([CH3:17])[cH:16]2)[cH:5][c:6]([N+:8](=[O:9])[O-:10])[cH:7]1.[Cs+:40].[Cs+:41].[NH:20]([NH:21][C:22](=[O:23])[O:24][C:25]([CH3:26])([CH3:27])[CH3:28])[C:29](=[O:30])[O:31][C:32]([CH3:33])([CH3:34])[CH3:35]>>[c:2]1([N:20]([NH:21][C:22](=[O:23])[O:24][C:25]([CH3:26])([CH3:27])[CH3:28])[C:29](=[O:30])[O:31][C:32]([CH3:33])([CH3:34])[CH3:35])[n:3][c:4](-[c:11]2[c:12]([O:18][CH3:19])[cH:13][cH:14][c:15]([CH3:17])[cH:16]2)[cH:5][c:6]([N+:8](=[O:9])[O-:10])[cH:7]1. Starting materials: FC=1C=C(OC2=C(N)C=CC=C2)C=CC1F (2-(3,4-difluorophenoxy)aniline), NC=1SC=CN1 (2-aminothiazole), FC=1C=C(OC2=C(N)C=CC=C2)C=CC1F (2-(3,4-difluorophenoxy)aniline), FC=1C=C(C=CC1F)O (3,4-difluorophenol), FC1=C(C=CC=C1)[N+](=O)[O-] (1-fluoro-2-nitrobenzene). Product: FC=1C=C(OC2=C(C=CC=C2)[N+](=O)[O-])C=CC1F (2-(3,4-Difluorophenoxy)-1-nitrobenzene), FC=1C=C(OC2=C(C=CC=C2)NC(=O)NC=2SC=CN2)C=CC1F (N-[2-(3,4-Difluorophenoxy)phenyl]-N′-(thiazol-2-yl)urea). Yield: 60.0%. Reaction SMILES: [F:1][C:2]1[CH:3]=[C:4]([OH:9])[CH:5]=[CH:6][C:7]=1[F:8].F[C:11]1[CH:16]=[CH:15][CH:14]=[CH:13][C:12]=1[N+:17]([O-:19])=[O:18].[F:20][C:21]1[CH:22]=[C:23]([CH:32]=[CH:33][C:34]=1[F:35])[O:24][C:25]1[CH:31]=[CH:30][CH:29]=[CH:28][C:26]=1[NH2:27].[NH2:36][C:37]1[S:38][CH:39]=[CH:40][N:41]=1>>[F:1][C:2]1[CH:3]=[C:4]([CH:5]=[CH:6][C:7]=1[F:8])[O:9][C:11]1[CH:16]=[CH:15][CH:14]=[CH:13][C:12]=1[N+:17]([O-:19])=[O:18].[F:20][C:21]1[CH:22]=[C:23]([CH:32]=[CH:33][C:34]=1[F:35])[O:24][C:25]1[CH:31]=[CH:30][CH:29]=[CH:28][C:26]=1[NH:27][C:4]([NH:36][C:37]1[S:38][CH:39]=[CH:40][N:41]=1)=[O:9]. Reported procedure: 2-(3,4-Difluorophenoxy)-1-nitrobenzene (0.76 g, 60%) was prepared from 3,4-difluorophenol (0.65 g, 5.5 mmol) and 1-fluoro-2-nitrobenzene (0.71 g, 5.0 mmol) following the general procedure A. This was reduced to 2-(3,4-difluorophenoxy)aniline (0.33 g, 60%, 2.5 mmol scale) following general procedure B. N-[2-(3,4-Difluorophenoxy)phenyl]-N′-(thiazol-2-yl)urea (312 mg, 60%) was prepared from 2-(3,4-difluorophenoxy)aniline (330 mg, 1.5 mmol) and 2-aminothiazole (150 mg, 1.5 mmol) following the genera... Starting materials: Oc1ccc2c(c1)CCC2, CC(=O)Cl, ClCCl, c1ccncc1. Product: CC(=O)Oc1ccc2c(c1)CCC2. RXN SMILES: [CH2:1]1[CH2:2][CH2:3][c:4]2[cH:5][c:6]([OH:10])[cH:7][cH:8][c:9]21.[CH3:17][C:18]([Cl:19])=[O:20].[Cl:21][CH2:22][Cl:23].[cH:11]1[cH:12][cH:13][n:14][cH:15][cH:16]1>>[CH2:1]1[CH2:2][CH2:3][c:4]2[cH:5][c:6]([O:10][C:18]([CH3:17])=[O:20])[cH:7][cH:8][c:9]21.